Dataset: the Open Reaction Database (ORD), a public repository of structured organic reaction records. Task: describe an organic reaction: reactants, conditions, products, and yield The reactants are FC1=C(C=CC(=C1)F)C(COC(C(C)C)=O)(COC(C(C)C)=O)O (2-(2,4-difluorophenyl)-1,3-diisobutyryloxy-2-propanol). Solvent: C(C)(=O)[O-] (acetate). Product: FC1=C(C=CC(=C1)F)[C@@](CO)(COC(C(C)C)=O)O ((R)-2-(2,4-difluorophenyl)-3-isobutyryloxy-1,2-propanediol). Yield: 94.8%. Reaction SMILES: [F:1][C:2]1[CH:7]=[C:6]([F:8])[CH:5]=[CH:4][C:3]=1[C:9]([OH:24])([CH2:17][O:18]C(=O)C(C)C)[CH2:10][O:11][C:12](=[O:16])[CH:13]([CH3:15])[CH3:14]>C([O-])(=O)C>[F:1][C:2]1[CH:7]=[C:6]([F:8])[CH:5]=[CH:4][C:3]=1[C@:9]([OH:24])([CH2:10][O:11][C:12](=[O:16])[CH:13]([CH3:14])[CH3:15])[CH2:17][OH:18]. Reported procedure: A 200 ml reaction vessel was charged with 2 g of 2-(2,4-difluorophenyl)-1,3-diisobutyryloxy-2-propanol, 100 mg of Lipase D made by Amano Pharmaceutical Co., Ltd. (derived from Rhizopus delemer, Enzyme No. 6), 90 ml of 50 mM acetate buffer (pH 5) and 10 ml of cyclohexame The resulting mixture was stirred at 30° C. to react for 18 hours. After the reaction liquid was extracted three times with 50 ml of ethyl acetate, the organic layers were combined and the combined organic layer was washed with s... Starting materials: F[B-](F)(F)F, CCO, Cc1cc(C(=O)O)ccc1C(=O)N1CCCC1, CCN(C(C)C)C(C)C, NC(CCc1nnn[nH]1)c1nc2cc(Cl)ccc2[nH]1, ClCCl, Cl, N, C1CCOC1, CN(C)C(On1nnc2ccccc21)=[N+](C)C. The product is Cc1cc(C(=O)NC(CCc2nnn[nH]2)c2nc3cc(Cl)ccc3[nH]2)ccc1C(=O)N1CCCC1. RXN SMILES: [B-:18]([F:19])([F:20])([F:21])[F:22].[CH2:69]([OH:70])[CH3:71].[CH3:1][c:2]1[cH:3][c:4]([C:5](=[O:6])[OH:7])[cH:8][cH:9][c:10]1[C:11](=[O:12])[N:13]1[CH2:14][CH2:15][CH2:16][CH2:17]1.[CH:40]([N:41]([CH:42]([CH3:43])[CH3:44])[CH2:45][CH3:46])([CH3:47])[CH3:48].[Cl:49][c:50]1[cH:51][c:52]2[c:53]([nH:54][c:55]([CH:57]([CH2:58][CH2:59][c:60]3[n:61][n:62][n:63][nH:64]3)[NH2:65])[n:56]2)[cH:66][cH:67]1.[Cl:72][CH2:73][Cl:74].[Cl:75].[NH3:68].[O:76]1[CH2:77][CH2:78][CH2:79][CH2:80]1.[n:23]1([O:24][C:25]([N:26]([CH3:27])[CH3:28])=[N+:29]([CH3:30])[CH3:31])[c:32]2[cH:33][cH:34][cH:35][cH:36][c:37]2[n:38][n:39]1>>[CH3:1][c:2]1[cH:3][c:4]([C:5](=[O:7])[NH:65][CH:57]([c:55]2[nH:54][c:53]3[c:52]([cH:51][c:50]([Cl:49])[cH:67][cH:66]3)[n:56]2)[CH2:58][CH2:59][c:60]2[n:61][n:62][n:63][nH:64]2)[cH:8][cH:9][c:10]1[C:11](=[O:12])[N:13]1[CH2:14][CH2:15][CH2:16][CH2:17]1. Reactants: COc1cc2ccncc2cc1Br, C[S-], CN(C)C=O, [Na+]. As a reaction SMILES: [Br:1][c:2]1[c:3]([O:12][CH3:13])[cH:4][c:5]2[cH:6][cH:7][n:8][cH:9][c:10]2[cH:11]1.[CH3:14][S-:15].[CH3:17][N:18]([CH3:19])[CH:20]=[O:21].[Na+:16]>>[Br:1][c:2]1[c:3]([OH:12])[cH:4][c:5]2[cH:6][cH:7][n:8][cH:9][c:10]2[cH:11]1. The product is Oc1cc2ccncc2cc1Br.